This data is from the Open Reaction Database (ORD), a public repository of structured organic reaction records. The task is: describe an organic reaction: reactants, conditions, products, and yield Reactants: C(=O)C=1C=C(C=CC1)[C@@H](CCC1=C(C=CC=C1)C(C)(C)O)SCC1(CC1)CC(=O)OC (Methyl 1-(((1(R)-(3-formylphenyl)-3-(2-(1-hydroxy-1-methylethyl)phenyl)propyl)thio)methyl)cyclopropaneacetate), [Cl-].ClC1=CSC=2C1=NC(=CC2)C[P+](C2=CC=CC=C2)(C2=CC=CC=C2)C2=CC=CC=C2 (((3-Chlorothieno[3,2-b]pyridin-5-yl)methyl)triphenylphosphonium chloride), [K] (potassium), [O-]CCCC (butoxide), NH4OAc. Run in C1CCOC1 (THF). Run at time 30 minute. Product: ClC1=CSC=2C1=NC(=CC2)C=CC=2C=C(C=CC2)[C@@H](CCC2=C(C=CC=C2)C(C)(C)O)SCC2(CC2)CC(=O)OC (Methyl 1-(((1(R)-(3-(2-(3-chlorothieno[3,2-b]pyridin-5-yl)-ethenyl)phenyl)-3-(2-(1-hydroxy-1-methylethyl)phenyl)propyl)-thio)methyl)cyclopropaneacetate). Isolated yield 99.0%. RXN SMILES: [Cl-].[Cl:2][C:3]1[C:7]2=[N:8][C:9]([CH2:12][P+](C3C=CC=CC=3)(C3C=CC=CC=3)C3C=CC=CC=3)=[CH:10][CH:11]=[C:6]2[S:5][CH:4]=1.[K].[O-]CCCC.[CH:38]([C:40]1[CH:41]=[C:42]([C@H:46]([S:59][CH2:60][C:61]2([CH2:64][C:65]([O:67][CH3:68])=[O:66])[CH2:63][CH2:62]2)[CH2:47][CH2:48][C:49]2[CH:54]=[CH:53][CH:52]=[CH:51][C:50]=2[C:55]([OH:58])([CH3:57])[CH3:56])[CH:43]=[CH:44][CH:45]=1)=O>C1COCC1>[Cl:2][C:3]1[C:7]2=[N:8][C:9]([CH:12]=[CH:38][C:40]3[CH:41]=[C:42]([C@H:46]([S:59][CH2:60][C:61]4([CH2:64][C:65]([O:67][CH3:68])=[O:66])[CH2:62][CH2:63]4)[CH2:47][CH2:48][C:49]4[CH:54]=[CH:53][CH:52]=[CH:51][C:50]=4[C:55]([OH:58])([CH3:57])[CH3:56])[CH:43]=[CH:44][CH:45]=3)=[CH:10][CH:11]=[C:6]2[S:5][CH:4]=1 |f:0.1,^1:31|. Procedure details: To a suspension of the phosphonium salt from Step 5 (409 mg, 0.85 mmol) in dry THF (5 mL) at -78° C. was added a solution of potassium ten-butoxide (0.716 mL, 1M solution in THF). The mixture was warmed to room temperature for 30 min, and then cooled to -78° C. before adding the aldehyde from Step 17 (300 mg, 0.7 mmol). The mixture was stirred at -78° C. for 30 min, warmed to 0° C. for 15 min. Aqueous NH4OAc was added and the mixture was extracted with EtOAc. The organic extract was washed with ... Starting materials: CI (methyl iodide), [NH4+].[Cl-] (NH4Cl), O=C1CC(N(C2=C(N1CC(=O)N(C1=CC=C(C=C1)OC)C(C)C)C=CC=C2)C=2C=NC=CC2)=O (2-(2,4-Dioxo-5-pyridin-3-yl-2,3,4,5-tetrahydro-benzo[b][1,4]diazepin-1-yl)-N-isopropyl-N-(4-methoxy-phenyl) acetamide), solution, C[Si](C)(C)[N-][Si](C)(C)C.[Na+] (NaN(TMS)2). The solvent is CN(C)C=O (DMF), C1CCOC1 (THF). Run at time 10 minute. Product: CC1C(N(C2=C(N(C1=O)CC(=O)N(C1=CC=C(C=C1)OC)C(C)C)C=CC=C2)C=2C=NC=CC2)=O (2-(3-Methyl-2,4-dioxo-5-pyridin-3-yl-2,3,4,5-tetrahydro-benzo[b][1,4]diazepin-1-yl)-N-isopropyl-N-(4-methoxy-phenyl)-acetamide). As a reaction SMILES: [O:1]=[C:2]1[N:8]([CH2:9][C:10]([N:12]([CH:21]([CH3:23])[CH3:22])[C:13]2[CH:18]=[CH:17][C:16]([O:19][CH3:20])=[CH:15][CH:14]=2)=[O:11])[C:7]2[CH:24]=[CH:25][CH:26]=[CH:27][C:6]=2[N:5]([C:28]2[CH:29]=[N:30][CH:31]=[CH:32][CH:33]=2)[C:4](=[O:34])[CH2:3]1.[CH3:35][Si]([N-][Si](C)(C)C)(C)C.[Na+].CI.[NH4+].[Cl-]>CN(C=O)C.C1COCC1>[CH3:35][CH:3]1[C:2](=[O:1])[N:8]([CH2:9][C:10]([N:12]([CH:21]([CH3:23])[CH3:22])[C:13]2[CH:14]=[CH:15][C:16]([O:19][CH3:20])=[CH:17][CH:18]=2)=[O:11])[C:7]2[CH:24]=[CH:25][CH:26]=[CH:27][C:6]=2[N:5]([C:28]2[CH:29]=[N:30][CH:31]=[CH:32][CH:33]=2)[C:4]1=[O:34] |f:1.2,4.5|. Procedure: To a stirring solution of 2.65 g (5.78 mmol) of 2-(2,4-Dioxo-5-pyridin-3-yl-2,3,4,5-tetrahydro-benzo[b][1,4]diazepin-1-yl)-N-isopropyl-N-(4-methoxy-phenyl) acetamide in 80 mL of DMF at 0° C. is added 6.36 mL (6.36 mmol) of a 1.0M solution of NaN(TMS)2 in THF. The resulting solution is stirred 10 min, then 400 mL (6.36 mmol) of methyl iodide is added neat. The resulting solution is stirred at RT for 45 min then poured into 100 mL NH4Cl. The reaction mixture is concentrated to remove the DMF, dilu... Starting materials: C(C1=CC=CC=C1)(=O)OC(=O)N1CCC(CC1)CCCC[C@H](C(=O)OCC)N[C@H]1CSC2=C(N(C1=O)CC(=O)OC(C)(C)C)C=CC=C2 (tert-butyl 3(R)-[5-(1-benzoyloxycarbonyl-4-piperidyl)-1(R)-ethoxycarbonylpentyl]amino-4-oxo-2,3,4,5-tetrahydro-1,5-benzothiazepine-5-acetate), Br.C(C)(=O)O (hydrogen bromide acetic acid), C(C)OCC (Ethyl ether). The solvent is C(C)(=O)O (acetic acid). Conditions: time 1.5 hour. Product: Br.Br.C(C)OC(=O)[C@@H](CCCCC1CCNCC1)N[C@H]1CSC2=C(N(C1=O)CC(=O)O)C=CC=C2 (3(R)-[1(R)-ethoxycarbonyl-5-(4-piperidyl)pentyl]amino-4-oxo-2,3,4,5-tetrahydro-1,5-benzothiazepin-5-acetic acid.dihydrobromide). Reaction SMILES: C(OC([N:12]1[CH2:17][CH2:16][CH:15]([CH2:18][CH2:19][CH2:20][CH2:21][C@@H:22]([NH:28][C@@H:29]2[C:35](=[O:36])[N:34]([CH2:37][C:38]([O:40]C(C)(C)C)=[O:39])[C:33]3[CH:45]=[CH:46][CH:47]=[CH:48][C:32]=3[S:31][CH2:30]2)[C:23]([O:25][CH2:26][CH3:27])=[O:24])[CH2:14][CH2:13]1)=O)(=O)C1C=CC=CC=1.[BrH:49].C(O)(=O)C.C(OCC)C>C(O)(=O)C>[BrH:49].[BrH:49].[CH2:26]([O:25][C:23]([C@H:22]([NH:28][C@@H:29]1[C:35](=[O:36])[N:34]([CH2:37][C:38]([OH:40])=[O:39])[C:33]2[CH:45]=[CH:46][CH:47]=[CH:48][C:32]=2[S:31][CH2:30]1)[CH2:21][CH2:20][CH2:19][CH2:18][CH:15]1[CH2:14][CH2:13][NH:12][CH2:17][CH2:16]1)=[O:24])[CH3:27] |f:1.2,5.6.7|. Reported procedure: In 1 ml of acetic acid is dissolved 0.45 g of tert-butyl 3(R)-[5-(1-benzoyloxycarbonyl-4-piperidyl)-1(R)-ethoxycarbonylpentyl]amino-4-oxo-2,3,4,5-tetrahydro-1,5-benzothiazepine-5-acetate, and 1 ml of 30% hydrogen bromide-acetic acid solution is added to the solution, followed by allowing the mixture to stand at room temperature for 1.5 hours. Ethyl ether (200 ml) is added to the reaction solution, which is then allowed to stand. The supernatant liquid is decanted, and the precipitate is washed w... Reactants: S(O)(O)(=O)=O (sulfuric acid), C(C1=CC=CC=C1)(=O)O[C@@H]1C(OC)O[C@H]([C@@H]1OC(C1=CC=CC=C1)=O)COC(C1=CC=CC=C1)=O (2,3,5-tri-O-benzoyl-1-O-methyl-L-ribofuranose), O=C[C@@H](O)[C@@H](O)[C@@H](O)CO (L-ribose), C(C)(=O)OC(C)=O (acetic anhydride), C(C)(=O)O (acetic acid). Solvent: O (water). Product: C(C)(=O)OC1[C@@H](OC(C2=CC=CC=C2)=O)[C@@H](OC(C2=CC=CC=C2)=O)[C@@H](O1)COC(C1=CC=CC=C1)=O (1-O-acetyl-2,3,5-tri-O-benzoyl-L-ribofuranose). As a reaction SMILES: [C:1]([O:9][C@H:10]1[C@@H:16]([O:17][C:18](=[O:25])[C:19]2[CH:24]=[CH:23][CH:22]=[CH:21][CH:20]=2)[C@H:15]([CH2:26][O:27][C:28](=[O:35])[C:29]2[CH:34]=[CH:33][CH:32]=[CH:31][CH:30]=2)[O:14][CH:11]1OC)(=[O:8])[C:2]1[CH:7]=[CH:6][CH:5]=[CH:4][CH:3]=1.O=C[C@H]([C@H]([C@H](CO)O)O)O.C(OC(=O)C)(=O)C.[C:53]([OH:56])(=[O:55])[CH3:54].S(=O)(=O)(O)O>O>[C:53]([O:56][CH:11]1[O:14][C@@H:15]([CH2:26][O:27][C:28](=[O:35])[C:29]2[CH:34]=[CH:33][CH:32]=[CH:31][CH:30]=2)[C@H:16]([O:17][C:18](=[O:25])[C:19]2[CH:24]=[CH:23][CH:22]=[CH:21][CH:20]=2)[C@@H:10]1[O:9][C:1](=[O:8])[C:2]1[CH:3]=[CH:4][CH:5]=[CH:6][CH:7]=1)(=[O:55])[CH3:54]. Procedure: 5.37 g of crude 2,3,5-tri-O-benzoyl-1-O-methyl-L-ribofuranose synthesized from L-ribose (1.0 g; 6.66 mmol) in accordance with the method described in Helvetica Chimica Acta 1959, (121), 1171-1173p was added to a 100-ml flask. Thereafter, acetic anhydride (3.73 ml; 5.95 equivalents) and acetic acid (1.60 ml; 2.80 equivalents) were added thereto. The obtained mixture was cooled on ice, and thereafter, concentrated sulfuric acid (530 μl; 1.5 equivalents) was slowly added dropwise thereto. After com... Reactants: CN(C=O)C (N,N-dimethylformamide), N1(CCCCC1)C(CCN1N=C(C2=CC(=CC=C12)Cl)N)C (1-(3-piperidinobutyl)-3-amino-5-chloroindazole), Br.BrCCCN(CC)CC (3-bromopropyldiethylamine hydrobromide), C([O-])([O-])=O.[K+].[K+] (potassium carbonate). Solvent: C(Cl)(Cl)Cl (chloroform), O (water). Conditions: temperature 180 celsius, time 12 hour. Yields the product N1(CCCCC1)C(CCN1N=C(C2=CC(=CC=C12)Cl)NCCCN(CC)CC)C (1-(3-piperidinobutyl)-3-(3-diethylaminopropylamino)-5-chloroindazole). Yield: 50.9%. As a reaction SMILES: CN(C)C=O.[N:6]1([CH:12]([CH3:26])[CH2:13][CH2:14][N:15]2[C:23]3[C:18](=[CH:19][C:20]([Cl:24])=[CH:21][CH:22]=3)[C:17]([NH2:25])=[N:16]2)[CH2:11][CH2:10][CH2:9][CH2:8][CH2:7]1.Br.Br[CH2:29][CH2:30][CH2:31][N:32]([CH2:35][CH3:36])[CH2:33][CH3:34].C(=O)([O-])[O-].[K+].[K+]>C(Cl)(Cl)Cl.O>[N:6]1([CH:12]([CH3:26])[CH2:13][CH2:14][N:15]2[C:23]3[C:18](=[CH:19][C:20]([Cl:24])=[CH:21][CH:22]=3)[C:17]([NH:25][CH2:29][CH2:30][CH2:31][N:32]([CH2:35][CH3:36])[CH2:33][CH3:34])=[N:16]2)[CH2:11][CH2:10][CH2:9][CH2:8][CH2:7]1 |f:2.3,4.5.6|. Procedure details: To 60 ml of anhydrous N,N-dimethylformamide were added 9.90 g of the 1-(3-piperidinobutyl)-3-amino-5-chloroindazole, 8.98 g of 3-bromopropyldiethylamine hydrobromide and 7.89 g of anhydrous potassium carbonate, and the mixture was stirred for 12 hours at 180° C. After cooling, the mixture was added with 80 ml of water and extracted with diethyl ether. The diethyl ether layer was extracted three times with 2N hydrochloric acid, and the hydrochloric acid layer was washed with diethyl ether. The pH... The reactants are NC1=CC=CC=C1 (Aniline), N(=O)OC(C)(C)C (t-Butyl nitrite), C[Si](C)(C)N=[N+]=[N-] (trimethylsilylazide), C(C)NC(=O)NC=1SC2=C(N1)C=C(C=C2C#C)C=2C=NC(=NC2)N2CCC(CC2)(C(=O)OCC)C (Ethyl 1-[5-[2-(ethylcarbamoylamino)-7-ethynyl-1,3-benzothiazol-5-yl]pyrimidin-2-yl]-4-methyl-piperidine-4-carboxylate), O=C1C(O)=C([O-])[C@H](O1)[C@@H](O)CO.[Na+] (sodium ascorbate). The reagents and catalysts are S(=O)(=O)([O-])[O-].[Cu+2] (copper sulphate). Solvent: O (water), C(C)#N (ACN). Run at time 5 minute. Product: C(C)NC(=O)NC=1SC2=C(N1)C=C(C=C2C=2N=NN(C2)C2=CC=CC=C2)C=2C=NC(=NC2)N2CCC(CC2)(C(=O)OCC)C (Ethyl 1-[5-[2-(ethylcarbamoylamino)-7-(1-phenyltriazol-4-yl)-1,3-benzothiazol-5-yl]pyrimidin-2-yl]-4-methyl-piperidine-4-carboxylate). Yield: 22.5%. Reaction SMILES: N[C:2]1[CH:7]=[CH:6][CH:5]=[CH:4][CH:3]=1.N(OC(C)(C)C)=O.C[Si]([N:19]=[N+:20]=[N-:21])(C)C.[CH2:22]([NH:24][C:25]([NH:27][C:28]1[S:29][C:30]2[C:36]([C:37]#[CH:38])=[CH:35][C:34]([C:39]3[CH:40]=[N:41][C:42]([N:45]4[CH2:50][CH2:49][C:48]([CH3:56])([C:51]([O:53][CH2:54][CH3:55])=[O:52])[CH2:47][CH2:46]4)=[N:43][CH:44]=3)=[CH:33][C:31]=2[N:32]=1)=[O:26])[CH3:23].O=C1O[C@H]([C@H](CO)O)C([O-])=C1O.[Na+]>C(#N)C.O.S([O-])([O-])(=O)=O.[Cu+2]>[CH2:22]([NH:24][C:25]([NH:27][C:28]1[S:29][C:30]2[C:36]([C:37]3[N:19]=[N:20][N:21]([C:2]4[CH:7]=[CH:6][CH:5]=[CH:4][CH:3]=4)[CH:38]=3)=[CH:35][C:34]([C:39]3[CH:44]=[N:43][C:42]([N:45]4[CH2:46][CH2:47][C:48]([CH3:56])([C:51]([O:53][CH2:54][CH3:55])=[O:52])[CH2:49][CH2:50]4)=[N:41][CH:40]=3)=[CH:33][C:31]=2[N:32]=1)=[O:26])[CH3:23] |f:4.5,8.9|. Procedure details: Aniline (18.9 mg, 0.203 mmol) in ACN (2 mL) was cooled to 0° C., t-Butyl nitrite (31.4 mg, 0.305 mmol) was added dropwise, the reaction stirred for 5 minutes, then trimethylsilylazide (50.7 mg, 0.244 mmol) was added in one portion and the mixture allowed to warm to rt and stirred for hours. Ethyl 1-[5-[2-(ethylcarbamoylamino)-7-ethynyl-1,3-benzothiazol-5-yl]pyrimidin-2-yl]-4-methyl-piperidine-4-carboxylate (100 mg, 0.203 mmol) and sodium ascorbate (8.1 mg, 0.040 mmol) were added, followed by cop... The reactants are CC(C)C1COC(=O)N1, O=C(Cl)CCCc1ccccc1. Reaction SMILES: [CH:1]([CH3:2])([CH3:3])[CH:4]1[NH:5][C:6](=[O:9])[O:7][CH2:8]1.[c:10]1([CH2:16][CH2:17][CH2:18][C:19](=[O:20])[Cl:21])[cH:11][cH:12][cH:13][cH:14][cH:15]1>>[CH:1]([CH3:2])([CH3:3])[CH:4]1[N:5]([C:19]([CH2:18][CH2:17][CH2:16][c:10]2[cH:11][cH:12][cH:13][cH:14][cH:15]2)=[O:20])[C:6](=[O:9])[O:7][CH2:8]1. Yields the product CC(C)C1COC(=O)N1C(=O)CCCc1ccccc1. Reactants: [N+](=O)([O-])C1=C2C(C3CC=CCC3C(C2=CC=C1)=O)=O (5-nitro-1,4,4a,9a-tetrahydroanthraquinone), N1=CC=CC=C1 (pyridine). The solvent is O (water). Conditions: temperature 70 celsius, time 1 hour. The product is ONC1=CC=CC=2C(C3=CC=CC=C3C(C12)=O)=O (1-hydroxylaminoanthraquinone). As a reaction SMILES: [N+:1]([C:4]1[CH:17]=[CH:16][CH:15]=[C:14]2[C:5]=1[C:6](=[O:19])[CH:7]1[CH:12]([C:13]2=[O:18])[CH2:11][CH:10]=[CH:9][CH2:8]1)([O-])=[O:2].N1C=CC=CC=1>O>[OH:2][NH:1][C:4]1[C:5]2[C:6](=[O:19])[C:7]3[C:12](=[CH:11][CH:10]=[CH:9][CH:8]=3)[C:13](=[O:18])[C:14]=2[CH:15]=[CH:16][CH:17]=1. Procedure details: A mixture of 5.0 parts of 5-nitro-1,4,4a,9a-tetrahydroanthraquinone with 50 parts of pyridine was stirred at 70° C for 1 hour and then poured into 500 parts of water to precipitate crystals. After cooled to 20°C, the crystals were recovered by filtration, washed with water and dried under reduced pressure to obtain 4.5 parts of 1-hydroxylaminoanthraquinone. The reactants are CCOC(C)=O, Cl, CC(C)(C)OC(=O)CN1C(=O)C2(CCC(=O)CC2)c2ccccc21. Product: O=C(O)CN1C(=O)C2(CCC(=O)CC2)c2ccccc21. As a reaction SMILES: [CH3:26][CH2:27][O:28][C:29]([CH3:30])=[O:31].[ClH:1].[O:2]=[C:3]1[N:4]([CH2:18][C:19](=[O:20])[O:21][C:22]([CH3:23])([CH3:24])[CH3:25])[c:5]2[cH:6][cH:7][cH:8][cH:9][c:10]2[C:11]12[CH2:12][CH2:13][C:14](=[O:17])[CH2:15][CH2:16]2>>[O:2]=[C:3]1[N:4]([CH2:18][C:19](=[O:20])[OH:21])[c:5]2[cH:6][cH:7][cH:8][cH:9][c:10]2[C:11]12[CH2:12][CH2:13][C:14](=[O:17])[CH2:15][CH2:16]2. The reactants are N#Cc1ccc(B(O)O)cc1, CC(=O)[O-], CC(=O)[O-], ClCCl, [Cu+2], CN(C)C1CCN(C(=O)c2ccc3[nH]c(C(=O)N4CCC(F)(F)CC4)cc3c2)CC1, c1ccncc1. Product: CN(C)C1CCN(C(=O)c2ccc3c(c2)cc(C(=O)N2CCC(F)(F)CC2)n3-c2ccc(C#N)cc2)CC1. As a reaction SMILES: [C:31](#[N:32])[c:33]1[cH:34][cH:35][c:36]([B:39]([OH:40])[OH:41])[cH:37][cH:38]1.[C:51]([O-:52])(=[O:53])[CH3:54].[C:56]([O-:57])(=[O:58])[CH3:59].[Cl:48][CH2:49][Cl:50].[Cu+2:55].[F:1][C:2]1([F:30])[CH2:3][CH2:4][N:5]([C:8](=[O:9])[c:10]2[nH:11][c:12]3[cH:13][cH:14][c:15]([C:19](=[O:20])[N:21]4[CH2:22][CH2:23][CH:24]([N:27]([CH3:28])[CH3:29])[CH2:25][CH2:26]4)[cH:16][c:17]3[cH:18]2)[CH2:6][CH2:7]1.[cH:42]1[cH:43][cH:44][n:45][cH:46][cH:47]1>>[F:1][C:2]1([F:30])[CH2:3][CH2:4][N:5]([C:8](=[O:9])[c:10]2[n:11](-[c:36]3[cH:35][cH:34][c:33]([C:31]#[N:32])[cH:38][cH:37]3)[c:12]3[cH:13][cH:14][c:15]([C:19](=[O:20])[N:21]4[CH2:22][CH2:23][CH:24]([N:27]([CH3:28])[CH3:29])[CH2:25][CH2:26]4)[cH:16][c:17]3[cH:18]2)[CH2:6][CH2:7]1.